From a dataset of the Open Reaction Database (ORD), a public repository of structured organic reaction records. describe an organic reaction: reactants, conditions, products, and yield The reactants are [N+](=O)([O-])C1=CC=C(C=C1)S(=O)(=O)NC1=C(C=CC=C1)C (4-Nitro-N-o-tolyl-benzenesulfonamide), NC1=CC=CC=C1 (aniline). Yields the product [N+](=O)([O-])C1=CC=C(C=C1)S(=O)(=O)NC1=CC=CC=C1 (4-Nitro-N-phenyl-benzenesulfonamide). The yield is 87.0%. RXN SMILES: [N+:1]([C:4]1[CH:9]=[CH:8][C:7]([S:10]([NH:13][C:14]2[CH:19]=[CH:18][CH:17]=[CH:16][C:15]=2C)(=[O:12])=[O:11])=[CH:6][CH:5]=1)([O-:3])=[O:2].NC1C=CC=CC=1>>[N+:1]([C:4]1[CH:5]=[CH:6][C:7]([S:10]([NH:13][C:14]2[CH:19]=[CH:18][CH:17]=[CH:16][CH:15]=2)(=[O:12])=[O:11])=[CH:8][CH:9]=1)([O-:3])=[O:2]. Reported procedure: (RK1-1-27A) I This compound was prepared according to the procedure described for compound 11a except using aniline to obtain required product as an off-white solid, (222 mg, 87%). Mp=154-156° C. (lit 174-176° C. (Tetrahedron 62(25), 6100-6106; 2006)); 1H NMR (400 MHz, CDCl3) δ 8.28 (d, J=9.2 Hz, 2H), 7.93 (d, J=9.2 Hz, 2H), 7.31-7.26 (m, 2H), 7.22-7.18 (m, 1H), 7.08 (d, J=8.4 Hz, 2H), 6.73 (br s, 1H). Reactants: C(C1=CC=CC=C1)OC1=CC=C(C=C1)NC1=C(C=C(C=C1)OC)CO (2-(4-benzyloxyphenylamino)-5-methoxybenzenemethanol). The reagents and catalysts are [Pd] (palladium-on-carbon). Solvent: C(C)O (ethanol). Run at time 73 minute. The product is OC1=CC=C(C=C1)NC1=C(C=C(C=C1)OC)CO (2-(4-hydroxyphenylamino)-5-methoxybenzenemethanol). Yield: 73.8%. RXN SMILES: C([O:8][C:9]1[CH:14]=[CH:13][C:12]([NH:15][C:16]2[CH:21]=[CH:20][C:19]([O:22][CH3:23])=[CH:18][C:17]=2[CH2:24][OH:25])=[CH:11][CH:10]=1)C1C=CC=CC=1>C(O)C.[Pd]>[OH:8][C:9]1[CH:10]=[CH:11][C:12]([NH:15][C:16]2[CH:21]=[CH:20][C:19]([O:22][CH3:23])=[CH:18][C:17]=2[CH2:24][OH:25])=[CH:13][CH:14]=1. Procedure: To a solution of 2.41 g of 2-(4-benzyloxyphenylamino)-5-methoxybenzenemethanol in 200 ml of ethanol was added 60 mg of 10% palladium-on-carbon catalyst, and the mixture was hydrogenated on a Parr apparatus at room temperature and an initial pressure of 34 psi for 73 minutes. The reaction mixture was filtered and concentrated in vacuo to a volume of about 10 ml. Toluene (40 ml) was added and about half of the volume evaporated. The solution was cooled and crystallization induced. The solid produc... The reactants are Cl, [K+], NN, [OH-], O, O, OCCO, O=C1C(=O)N(c2ccccc2)c2ccccc21. Product: O=C1Cc2ccccc2N1c1ccccc1. As a reaction SMILES: [ClH:23].[K+:19].[NH2:21][NH2:22].[OH-:18].[OH2:20].[OH2:28].[OH:24][CH2:25][CH2:26][OH:27].[c:1]1([N:7]2[C:8](=[O:17])[C:9](=[O:16])[c:10]3[cH:11][cH:12][cH:13][cH:14][c:15]32)[cH:2][cH:3][cH:4][cH:5][cH:6]1>>[c:1]1([N:7]2[C:8](=[O:17])[CH2:9][c:10]3[cH:11][cH:12][cH:13][cH:14][c:15]32)[cH:2][cH:3][cH:4][cH:5][cH:6]1. Starting materials: O(C1=CC=CC=C1)C=1C=C(N)C=CC1 (3-phenoxyaniline), C([O-])(O)=O.[Na+] (sodium bicarbonate), ClCC(=O)OC (methyl chloroacetate). Solvent: O (water). Conditions: time 20 hour. The product is COC(CNC1=CC(=CC=C1)OC1=CC=CC=C1)=O (N-(3-Phenoxyphenyl)glycine methyl ester). Isolated yield 53.0%. RXN SMILES: [O:1]([C:8]1[CH:9]=[C:10]([CH:12]=[CH:13][CH:14]=1)[NH2:11])[C:2]1[CH:7]=[CH:6][CH:5]=[CH:4][CH:3]=1.C(=O)(O)[O-].[Na+].Cl[CH2:21][C:22]([O:24][CH3:25])=[O:23]>O>[CH3:25][O:24][C:22](=[O:23])[CH2:21][NH:11][C:10]1[CH:12]=[CH:13][CH:14]=[C:8]([O:1][C:2]2[CH:3]=[CH:4][CH:5]=[CH:6][CH:7]=2)[CH:9]=1 |f:1.2|. Procedure: A mixture of 3-phenoxyaniline (25 g, 0.135 mol), sodium bicarbonate (22.7 g, 0.27 mol) and methyl chloroacetate (15.5 ml, 0.2025 mol) was heated at 90°-100° C. with vigorous stirring for 20 h. The mixture was allowed to cool to room temperature and was then poured into water (200 ml) and extracted with dichloromethane (2×100 ml). The organic extract was washed with 2N hydrochloric acid (2×100 ml), water (2×100 ml) and then dried and evaporated to give a grey/green solid. This was triturated with... Reactants: C=CC1CCCN1C(=O)OC(C)(C)C, CO. The product is CCC1CCCN1C(=O)OC(C)(C)C. RXN SMILES: [C:1]([CH3:2])([CH3:3])([CH3:4])[O:5][C:6](=[O:7])[N:8]1[CH:9]([CH:13]=[CH2:14])[CH2:10][CH2:11][CH2:12]1.[CH3:15][OH:16]>>[C:1]([CH3:2])([CH3:3])([CH3:4])[O:5][C:6](=[O:7])[N:8]1[CH:9]([CH2:13][CH3:14])[CH2:10][CH2:11][CH2:12]1. Starting materials: ClC1=C(C(=CC=C1F)OC)[C@@H](C)C1=CNC2=NC=C(C=C21)C=2C=NN(C2C)[C@H]2CC[C@H](CC2)O (cis-4-(4-{3-[(1S)-1-(2-chloro-3-fluoro-6-methoxyphenyl)ethyl]-1H-pyrrolo[2,3-b]pyridin-5-yl}-5-methyl-1H-pyrazol-1-yl)cyclohexanol), CC(=O)OI1(C=2C=CC=CC2C(=O)O1)(OC(=O)C)OC(=O)C (Dess-Martin periodinane), C(Cl)Cl (DCM). The product is ClC1=C(C(=CC=C1F)OC)[C@@H](C)C1=CNC2=NC=C(C=C21)C=2C=NN(C2C)C2CCC(CC2)=O (4-(4-{3-[(1S)-1-(2-Chloro-3-fluoro-6-methoxyphenyl)ethyl]-1H-pyrrolo[2,3-b]pyridin-5-yl}-5-methyl-1H-pyrazol-1-yl)cyclohexanone). Reaction SMILES: [Cl:1][C:2]1[C:7]([F:8])=[CH:6][CH:5]=[C:4]([O:9][CH3:10])[C:3]=1[C@H:11]([C:13]1[C:21]2[C:16](=[N:17][CH:18]=[C:19]([C:22]3[CH:23]=[N:24][N:25]([C@@H:28]4[CH2:33][CH2:32][C@H:31]([OH:34])[CH2:30][CH2:29]4)[C:26]=3[CH3:27])[CH:20]=2)[NH:15][CH:14]=1)[CH3:12].CC(OI1(OC(C)=O)(OC(C)=O)OC(=O)C2C=CC=CC1=2)=O.C(Cl)Cl>>[Cl:1][C:2]1[C:7]([F:8])=[CH:6][CH:5]=[C:4]([O:9][CH3:10])[C:3]=1[C@H:11]([C:13]1[C:21]2[C:16](=[N:17][CH:18]=[C:19]([C:22]3[CH:23]=[N:24][N:25]([CH:28]4[CH2:33][CH2:32][C:31](=[O:34])[CH2:30][CH2:29]4)[C:26]=3[CH3:27])[CH:20]=2)[NH:15][CH:14]=1)[CH3:12]. Procedure details: A solution of cis-4-(4-{3-[(1S)-1-(2-chloro-3-fluoro-6-methoxyphenyl)ethyl]-1H-pyrrolo[2,3-b]pyridin-5-yl}-5-methyl-1H-pyrazol-1-yl)cyclohexanol (140.0 mg, 0.2899 mmol), Dess-Martin periodinane (184.4 mg, 0.4348 mmol) and DCM (10 mL, 200 mmol) was stirred at rt for 1 h. The material was extracted with DCM and sat. NaHCO3, and the organic layer was loaded onto silica gel for column chromatography, eluting with 2-4% MeOH/DCM. The fractions containing the pure product were concentrated in vacuo to ... Starting materials: COC(C1=C(C=C(C=C1)C(=O)NC1=CC(=CC=C1)O)Cl)=O (2-chloro-4-[[(3-hydroxyphenyl)amino]carbonyl]benzoic acid methyl ester), Cl (HCl). The solvent is [OH-].[Na+] (sodium hydroxide). Run at time 2 hour. Yields the product ClC1=C(C(=O)O)C=CC(=C1)C(=O)NC1=CC(=CC=C1)O (2-chloro-4-[[(3-hydroxyphenyl)amino]carbonyl]benzoic acid). The yield is 102.1%. Reaction SMILES: C[O:2][C:3](=[O:21])[C:4]1[CH:9]=[CH:8][C:7]([C:10]([NH:12][C:13]2[CH:18]=[CH:17][CH:16]=[C:15]([OH:19])[CH:14]=2)=[O:11])=[CH:6][C:5]=1[Cl:20].Cl>[OH-].[Na+]>[Cl:20][C:5]1[CH:6]=[C:7]([C:10]([NH:12][C:13]2[CH:18]=[CH:17][CH:16]=[C:15]([OH:19])[CH:14]=2)=[O:11])[CH:8]=[CH:9][C:4]=1[C:3]([OH:21])=[O:2] |f:2.3|. Procedure details: A solution of 2-chloro-4-[[(3-hydroxyphenyl)amino]carbonyl]benzoic acid methyl ester (900 mg; 2.82 mmol) in an aqueous 0.5 N sodium hydroxide solution (20 mL) was stirred at room temperature under argon. After 2 hr, the solution was acidified with 1 N HCl (11 mL) and the resulting colorless solid was filtered, washed with water, and dried in vacuo to give 840 mg of 2-chloro-4-[[(3-hydroxyphenyl)amino]carbonyl]benzoic acid. FAB HRMS: (C15H12ClNO4) Obs. Mass 306.0548 Calcd. Mass 306.0533 (M+H).